Dataset: the Open Reaction Database (ORD), a public repository of structured organic reaction records. Task: describe an organic reaction: reactants, conditions, products, and yield Starting materials: C(C1=CC=CC=C1)OC(=O)N[C@@H](CC(C)C)C(=O)N[C@H]([C@H]([C@H]([C@@H](C(=O)N[C@@H](CC(=O)OCOC(C(C)(C)C)=O)C1=CC=CC=C1)O)O)O)CO (pivaloyloxymethyl (S)-3-[(2S,3R,4R,5S)-5-(N-benzyloxycarbonyl-L-leucyl)amino-2,3,4,6-tetrahydroxyhexanoyl]amino-3-phenylpropionate). The reagents and catalysts are [Pd] (palladium on activated carbon). Run in CO (methanol). Reaction conditions: time 1.5 hour. Product: O[C@H](C(=O)N[C@@H](CC(=O)OCOC(C(C)(C)C)=O)C1=CC=CC=C1)[C@@H]([C@@H]([C@H](CO)NC([C@@H](N)CC(C)C)=O)O)O (pivaloyloxymethyl (S)-3-[(2S,3R,4R,5S)-2,3,4,6-tetrahydroxy-5-(L-leucyl)aminohexanoyl]amino-3-phenylpropionate). The yield is 83.2%. RXN SMILES: C(OC([NH:11][C@H:12]([C:17]([NH:19][C@@H:20]([CH2:49][OH:50])[C@@H:21]([OH:48])[C@@H:22]([OH:47])[C@H:23]([OH:46])[C:24]([NH:26][C@H:27]([C:40]1[CH:45]=[CH:44][CH:43]=[CH:42][CH:41]=1)[CH2:28][C:29]([O:31][CH2:32][O:33][C:34](=[O:39])[C:35]([CH3:38])([CH3:37])[CH3:36])=[O:30])=[O:25])=[O:18])[CH2:13][CH:14]([CH3:16])[CH3:15])=O)C1C=CC=CC=1>CO.[Pd]>[OH:46][C@@H:23]([C@H:22]([OH:47])[C@H:21]([OH:48])[C@@H:20]([NH:19][C:17](=[O:18])[C@H:12]([CH2:13][CH:14]([CH3:15])[CH3:16])[NH2:11])[CH2:49][OH:50])[C:24]([NH:26][C@H:27]([C:40]1[CH:45]=[CH:44][CH:43]=[CH:42][CH:41]=1)[CH2:28][C:29]([O:31][CH2:32][O:33][C:34](=[O:39])[C:35]([CH3:36])([CH3:37])[CH3:38])=[O:30])=[O:25]. Procedure details: To a solution of pivaloyloxymethyl (S)-3-[(2S,3R,4R,5S)-5-(N-benzyloxycarbonyl-L-leucyl)amino-2,3,4,6-tetrahydroxyhexanoyl]amino-3-phenylpropionate (150 mg) in methanol (5 ml) was added 10% palladium on activated carbon (30 mg) and the mixture was stirred under hydrogen atmosphere at room temperature for 1.5 hours. After removal of the catalyst by filtration, the filtrate was concentrated under reduced pressure. Recrystallization from ethyl acetate-hexane provided the title compound (101 mg).